Dataset: the Open Reaction Database (ORD), a public repository of structured organic reaction records. Task: describe an organic reaction: reactants, conditions, products, and yield Starting materials: N(=O)[O-].[Na+] (sodium nitrite), Cl (hydrochloric acid), CC1=CC(=NC(=C1)C)N1CCN(CC1)C=1C=CC(=C(C1)N)[N+](=O)[O-] (5-[4-(4,6-dimethyl-pyridin-2-yl)-piperazin-1-yl]-2-nitro-phenylamine), Cl (hydrochloric acid), C([O-])([O-])=O.[Na+].[Na+] (sodium carbonate). Reagents/catalysts: [Cu]Cl (copper (I) chloride). Run in O (water). Reaction conditions: time 15 minute. Yields the product ClC=1C=C(C=CC1[N+](=O)[O-])N1CCN(CC1)C1=NC(=CC(=C1)C)C (1-(3-chloro-4-nitro-phenyl)-4-(4,6-dimethyl-pyridin-2-yl)-piperazine). The yield is 54.0%. Reaction SMILES: [CH3:1][C:2]1[CH:7]=[C:6]([CH3:8])[N:5]=[C:4]([N:9]2[CH2:14][CH2:13][N:12]([C:15]3[CH:16]=[CH:17][C:18]([N+:22]([O-:24])=[O:23])=[C:19](N)[CH:20]=3)[CH2:11][CH2:10]2)[CH:3]=1.N([O-])=O.[Na+].C(=O)([O-])[O-].[Na+].[Na+].[ClH:35]>O.[Cu]Cl>[Cl:35][C:19]1[CH:20]=[C:15]([N:12]2[CH2:13][CH2:14][N:9]([C:4]3[CH:3]=[C:2]([CH3:1])[CH:7]=[C:6]([CH3:8])[N:5]=3)[CH2:10][CH2:11]2)[CH:16]=[CH:17][C:18]=1[N+:22]([O-:24])=[O:23] |f:1.2,3.4.5|. Procedure details: 50% aqueous hydrochloric acid (30 mL) was chilled to −20° C., 5-[4-(4,6-dimethyl-pyridin-2-yl)-piperazin-1-yl]-2-nitro-phenylamine (1.4 g, 4.28 mmol) was added and the reaction mixture stirred for 15 min. A solution of sodium nitrite (350 mg, 5.14 mmol) in water (8 mL) was added and the reaction mixture stirred for 15 min. This solution was added dropwise to a cooled solution of copper (I) chloride (635 mg, 6.42 mmol) in 50% hydrochloric acid (20 mL) over a period of 20 min and stirred for a fur... The reactants are N (ammonia), C(C1=CC=CC=C1)C1=C(C=CC(=C1)I)OCOC (2-Benzyl-1-methoxymethyloxy-4-iodobenzene), N1C(CCC1)=O (2-pyrrolidone), C([O-])([O-])=O.[K+].[K+] (potassium carbonate). The reagents and catalysts are [Cu](I)I (copper iodide). Reaction conditions: temperature 140 celsius, time 8 hour. Yields the product C(C1=CC=CC=C1)C1=C(C=CC(=C1)N1C(CCC1)=O)OCOC (2-Benzyl-1-methoxymethyloxy-4-(2-pyrrolidinon-1-yl)benzene). As a reaction SMILES: [CH2:1]([C:8]1[CH:13]=[C:12](I)[CH:11]=[CH:10][C:9]=1[O:15][CH2:16][O:17][CH3:18])[C:2]1[CH:7]=[CH:6][CH:5]=[CH:4][CH:3]=1.[NH:19]1[CH2:23][CH2:22][CH2:21][C:20]1=[O:24].C(=O)([O-])[O-].[K+].[K+].N>[Cu](I)I>[CH2:1]([C:8]1[CH:13]=[C:12]([N:19]2[CH2:23][CH2:22][CH2:21][C:20]2=[O:24])[CH:11]=[CH:10][C:9]=1[O:15][CH2:16][O:17][CH3:18])[C:2]1[CH:7]=[CH:6][CH:5]=[CH:4][CH:3]=1 |f:2.3.4|. Procedure details: A mixture of 560 mg of 2-benzyl-1-methoxymethyloxy-4-iodobenzene (Production Example 4), 5 ml of 2-pyrrolidone, 90 mg of copper iodide (I), and 400 mg of anhydrous potassium carbonate was heated under stirring under nitrogen atmosphere on an oil bath at 140° C. for 8 hours. Aqueous ammonia was added to the reaction mixture, and the mixture was extracted with ethyl acetate. Then it was successively washed with water and brine, dried over anhydrous magnesium sulfate and then evaporated, to give 50... Reactants: O=C1N(C2=CC=CC=C2C12C1=C(OC2)C=C2OCCC2=C1)C[C@H]1N(CCC1)C(=O)OC(C)(C)C (tert-butyl (2S)-2-[(2′-oxo-5,6-dihydrospiro[benzo[1,2-b:5,4-b′]difuran-3,3′-indol]-1′(2′H)-yl)methyl]pyrrolidine-1-carboxylate), FC(C(=O)O)(F)F (trifluoroacetic acid), [OH-].[Na+] (sodium hydroxide). Run in ClCCl (dichloromethane). Product: N1[C@@H](CCC1)CN1C(C2(C3=CC=CC=C13)C1=C(OC2)C=C2OCCC2=C1)=O (1′-[(2S)-pyrrolidin-2-ylmethyl]-5,6-dihydrospiro[benzo[1,2-b:5,4-b′]difuran-3,3′-indol]-2′(1′H)-one). Isolated yield 88.0%. RXN SMILES: [O:1]=[C:2]1[C:10]2([CH2:14][O:13][C:12]3[CH:15]=[C:16]4[C:20](=[CH:21][C:11]2=3)[CH2:19][CH2:18][O:17]4)[C:9]2[C:4](=[CH:5][CH:6]=[CH:7][CH:8]=2)[N:3]1[CH2:22][C@@H:23]1[CH2:27][CH2:26][CH2:25][N:24]1C(OC(C)(C)C)=O.FC(F)(F)C(O)=O.[OH-].[Na+]>ClCCl>[NH:24]1[CH2:25][CH2:26][CH2:27][C@H:23]1[CH2:22][N:3]1[C:4]2[C:9](=[CH:8][CH:7]=[CH:6][CH:5]=2)[C:10]2([CH2:14][O:13][C:12]3[CH:15]=[C:16]4[C:20](=[CH:21][C:11]2=3)[CH2:19][CH2:18][O:17]4)[C:2]1=[O:1] |f:2.3|. Reported procedure: A solution of tert-butyl (2S)-2-[(2′-oxo-5,6-dihydrospiro[benzo[1,2-b:5,4-b′]difuran-3,3′-indol]-1′(2′H)-yl)methyl]pyrrolidine-1-carboxylate (0.74 g, 1.60 mmol) and trifluoroacetic acid (1.6 mL) in dichloromethane (8 mL) was stirred at ambient temperature for 80 h. The reaction was made basic with 1 M sodium hydroxide (30 mL) and was extracted with dichloromethane (3×25 mL). The combined organic solution was dried over sodium sulfate, filtered and concentrated under reduced pressure to afford 1′... The reactants are [Al+3], CCC(C(=O)OC)(c1cccs1)N(C)C, [H-], [H-], [H-], [H-], [Li+], [Na+], C1CCOC1, [OH-], O. The product is CCC(CO)(c1cccs1)N(C)C. As a reaction SMILES: [Al+3:17].[CH3:1][N:2]([C:3]([C:4](=[O:5])[O:6][CH3:7])([CH2:8][CH3:9])[c:10]1[s:11][cH:12][cH:13][cH:14]1)[CH3:15].[H-:16].[H-:19].[H-:20].[H-:21].[Li+:18].[Na+:24].[O:25]1[CH2:26][CH2:27][CH2:28][CH2:29]1.[OH-:23].[OH2:22]>>[CH3:1][N:2]([C:3]([CH2:4][OH:5])([CH2:8][CH3:9])[c:10]1[s:11][cH:12][cH:13][cH:14]1)[CH3:15]. The reactants are NCC(C)O ((RS)-1-amino-2-propanol), O=CCC1C(C2=CC(=CC=C2C1)C(=O)OC)=O ((RS)-2-(2-oxoethyl)-6-methoxycarbonyl-1-indanone), O (water). Reagents/catalysts: C1(=CC=C(C=C1)S(=O)(=O)O)C (p-toluenesulfonic acid). The solvent is C1(=CC=CC=C1)C (toluene), C1(=CC=CC=C1)C (toluene). Run at time 45 minute. The product is COC(=O)C1=CC=C2CC3=C(N(C=C3)CC(C)O)C2=C1 ((RS)-1-(7-methoxycarbonyl-1,4-dihydro-indeno[1,2-b]pyrrol-1-yl)-propan-2-ol). The yield is 81.2%. RXN SMILES: O=[CH:2][CH2:3][CH:4]1[CH2:12][C:11]2[C:6](=[CH:7][C:8]([C:13]([O:15][CH3:16])=[O:14])=[CH:9][CH:10]=2)[C:5]1=O.O.[NH2:19][CH2:20][CH:21]([OH:23])[CH3:22]>C1(C)C=CC=CC=1.C1(C)C=CC(S(O)(=O)=O)=CC=1>[CH3:16][O:15][C:13]([C:8]1[CH:7]=[C:6]2[C:11]([CH2:12][C:4]3[CH:3]=[CH:2][N:19]([CH2:20][CH:21]([OH:23])[CH3:22])[C:5]=32)=[CH:10][CH:9]=1)=[O:14]. Reported procedure: A solution of 2.32 g of (RS)-2-(2-oxoethyl)-6-methoxycarbonyl-1-indanone and 80 mg of p-toluenesulfonic acid in 70 ml of anhydrous toluene was heated on a water separator. A solution of 3 g of (RS)-1-amino-2-propanol in 20 ml of anhydrous toluene was added dropwise to the boiling solution over a period of 5 minutes. Subsequently, the mixture was boiled for an additional 45 minutes, during which the solvent was reduced to a volume of 20 ml. The cooled reaction mixture was purified by column chrom...